The task is: describe an organic reaction: reactants, conditions, products, and yield. This data is from the Open Reaction Database (ORD), a public repository of structured organic reaction records. Starting materials: BrCC(=O)C=1C(=NOC1C)C1=CC=CC=C1 (4-(bromoacetyl)-5-methyl-3-phenylisoxazole), NC1=NC=CC(=C1)C(=O)OC (methyl 2-aminopyridine-4-carboxylate). Procedure: As described for Example 1, 4-(bromoacetyl)-5-methyl-3-phenylisoxazole (commercially available) (280 mg, 1.0 mmol) was converted, using methyl 2-aminopyridine-4-carboxylate instead of 2-aminopyridine, to the title compound (194 mg, 58%) which was obtained as a yellow foam. MS: m/e=334.1 [M+H]+. As a reaction SMILES: Br[CH2:2][C:3]([C:5]1[C:6]([C:11]2[CH:16]=[CH:15][CH:14]=[CH:13][CH:12]=2)=[N:7][O:8][C:9]=1[CH3:10])=O.[NH2:17][C:18]1[CH:23]=[C:22]([C:24]([O:26][CH3:27])=[O:25])[CH:21]=[CH:20][N:19]=1>>[CH3:27][O:26][C:24]([C:22]1[CH:21]=[CH:20][N:19]2[CH:2]=[C:3]([C:5]3[C:6]([C:11]4[CH:16]=[CH:15][CH:14]=[CH:13][CH:12]=4)=[N:7][O:8][C:9]=3[CH3:10])[N:17]=[C:18]2[CH:23]=1)=[O:25]. Product: COC(=O)C1=CC=2N(C=C1)C=C(N2)C=2C(=NOC2C)C2=CC=CC=C2 (2-(5-Methyl-3-phenyl-isoxazol-4-yl)-imidazo[1,2-a]pyridine-7-carboxylic acid methyl ester). The yield is 58.0%. Starting materials: [H-].[Na+] (NaH), CC(C)O (IPA), FC1=CC=C(C=N1)C1(CCC(CC1)N1CC(C1)NC(=O)CNC(C1=CC(=CC=C1)C(F)(F)F)=O)O (N-({1-[4-(6-fluoro-pyridin-3-yl)-4-hydroxy-cyclohexyl]-azetidin-3-ylcarbamoyl}-methyl)-3-trifluoromethyl-benzamide). Solvent: CN(C)C=O (DMF). Conditions: temperature 80 celsius. Yields the product OC1(CCC(CC1)N1CC(C1)NC(=O)CNC(C1=CC(=CC=C1)C(F)(F)F)=O)C=1C=NC(=CC1)OC(C)C (N-({1-[4-Hydroxy-4-(6-isopropoxy-pyridin-3-yl)-cyclohexyl]-azetidin-3-ylcarbamoyl}-methyl)-3-trifluoromethyl-benzamide). Reaction SMILES: [H-].[Na+].[CH3:3][CH:4]([OH:6])[CH3:5].F[C:8]1[N:13]=[CH:12][C:11]([C:14]2([OH:41])[CH2:19][CH2:18][CH:17]([N:20]3[CH2:23][CH:22]([NH:24][C:25]([CH2:27][NH:28][C:29](=[O:40])[C:30]4[CH:35]=[CH:34][CH:33]=[C:32]([C:36]([F:39])([F:38])[F:37])[CH:31]=4)=[O:26])[CH2:21]3)[CH2:16][CH2:15]2)=[CH:10][CH:9]=1>CN(C=O)C>[OH:41][C:14]1([C:11]2[CH:12]=[N:13][C:8]([O:6][CH:4]([CH3:5])[CH3:3])=[CH:9][CH:10]=2)[CH2:15][CH2:16][CH:17]([N:20]2[CH2:23][CH:22]([NH:24][C:25]([CH2:27][NH:28][C:29](=[O:40])[C:30]3[CH:35]=[CH:34][CH:33]=[C:32]([C:36]([F:39])([F:37])[F:38])[CH:31]=3)=[O:26])[CH2:21]2)[CH2:18][CH2:19]1 |f:0.1|. Reported procedure: NaH (95%, 51 mg, 2 mmol) was added into IPA (4 mL) at 0° C. slowly until bubble disappeared. To this solution was added N-({1-[4-(6-fluoro-pyridin-3-yl)-4-hydroxy-cyclohexyl]-azetidin-3-ylcarbamoyl}-methyl)-3-trifluoromethyl-benzamide (6a, 200 mg, 0.40 mmol) in DMF (1 mL). After addition, the reaction was heated for another 2 hours at 80° C. The reaction solution was quenched with MeOH and partitioned between DCM and water. The organic layer was separated and the aqueous layer was extracted 3 ti... Starting materials: CCCCCNc1nc[nH]c1C(N)=S, CI, CC(C)=O. Product: CCCCCNc1nc[nH]c1C(=N)SC. Reaction SMILES: [CH2:1]([CH2:2][CH2:3][CH2:4][CH3:5])[NH:6][c:7]1[n:8][cH:9][nH:10][c:11]1[C:12]([NH2:13])=[S:14].[CH3:15][I:16].[CH3:17][C:18](=[O:19])[CH3:20]>>[CH2:1]([CH2:2][CH2:3][CH2:4][CH3:5])[NH:6][c:7]1[n:8][cH:9][nH:10][c:11]1[C:12](=[NH:13])[S:14][CH3:15]. The reactants are CCCCCCNC(=O)c1ccc(Cl)nn1, O=C(c1ccccc1C(F)(F)F)N1CCNCC1. The product is CCCCCCNC(=O)c1ccc(N2CCN(C(=O)c3ccccc3C(F)(F)F)CC2)nn1. RXN SMILES: [CH2:1]([CH2:2][CH2:3][CH2:4][CH2:5][CH3:6])[NH:7][C:8](=[O:9])[c:10]1[n:11][n:12][c:13]([Cl:16])[cH:14][cH:15]1.[N:17]1([C:23](=[O:24])[c:25]2[c:26]([C:31]([F:32])([F:33])[F:34])[cH:27][cH:28][cH:29][cH:30]2)[CH2:18][CH2:19][NH:20][CH2:21][CH2:22]1>>[CH2:1]([CH2:2][CH2:3][CH2:4][CH2:5][CH3:6])[NH:7][C:8](=[O:9])[c:10]1[n:11][n:12][c:13]([N:20]2[CH2:19][CH2:18][N:17]([C:23](=[O:24])[c:25]3[c:26]([C:31]([F:32])([F:33])[F:34])[cH:27][cH:28][cH:29][cH:30]3)[CH2:22][CH2:21]2)[cH:14][cH:15]1. Product: COC(=O)CSc1cn(S(=O)(=O)c2ccc(Cl)c(Cl)c2)c2ccc(OC)cc12. The reactants are CCCC[N+](CCCC)(CCCC)CCCC, COC(=O)CSc1c[nH]c2ccc(OC)cc12, O=S(=O)(Cl)c1ccc(Cl)c(Cl)c1, ClCCl, [K+], [OH-], O=S(=O)([O-])O. Reaction SMILES: [CH2:37]([N+:38]([CH2:39][CH2:40][CH2:41][CH3:42])([CH2:43][CH2:44][CH2:45][CH3:46])[CH2:47][CH2:48][CH2:49][CH3:50])[CH2:51][CH2:52][CH3:53].[CH3:1][O:2][C:3]([CH2:4][S:5][c:6]1[cH:7][nH:8][c:9]2[cH:10][cH:11][c:12]([O:15][CH3:16])[cH:13][c:14]12)=[O:17].[Cl:20][c:21]1[cH:22][c:23]([S:28](=[O:29])(=[O:30])[Cl:31])[cH:24][cH:25][c:26]1[Cl:27].[Cl:54][CH2:55][Cl:56].[K+:19].[OH-:18].[S:32]([O-:33])([OH:34])(=[O:35])=[O:36]>>[CH3:1][O:2][C:3]([CH2:4][S:5][c:6]1[cH:7][n:8]([S:28]([c:23]2[cH:22][c:21]([Cl:20])[c:26]([Cl:27])[cH:25][cH:24]2)(=[O:29])=[O:30])[c:9]2[cH:10][cH:11][c:12]([O:15][CH3:16])[cH:13][c:14]12)=[O:17]. As a reaction SMILES: [CH3:39][OH:40].[CH3:8][O:9][c:10]1[c:11]([CH2:18][CH:19]([O:20][C:21](=[O:22])[C:23]([F:24])([F:25])[F:26])[CH:27]2[CH2:28][CH2:29][NH:30][CH2:31][CH2:32]2)[cH:12][cH:13][cH:14][c:15]1[O:16][CH3:17].[F:1][C:2]([C:3](=[O:4])[NH2:5])([F:6])[F:7].[K+:33].[K+:34].[O-:35][C:36]([O-:37])=[O:38]>>[CH3:8][O:9][c:10]1[c:11]([CH2:18][CH:19]([OH:20])[CH:27]2[CH2:28][CH2:29][NH:30][CH2:31][CH2:32]2)[cH:12][cH:13][cH:14][c:15]1[O:16][CH3:17].[F:1][C:2]([C:3](=[O:4])[NH2:5])([F:6])[F:7]. The product is COc1cccc(CC(O)C2CCNCC2)c1OC, NC(=O)C(F)(F)F. The reactants are CO, COc1cccc(CC(OC(=O)C(F)(F)F)C2CCNCC2)c1OC, NC(=O)C(F)(F)F, [K+], [K+], O=C([O-])[O-]. Reactants: CC(=O)[O-], CC(=O)[O-], CC(C)C(NC(=O)C(C)N(C)C(=O)OC(C)(C)C)C(=O)N1CCNCC1C(=O)NC1CCCc2ccccc21, ClCCl, [Cu+2], OB(O)c1ccc(F)cc1. The product is CC(C)C(NC(=O)C(C)N(C)C(=O)OC(C)(C)C)C(=O)N1CCN(c2ccc(F)cc2)CC1C(=O)NC1CCCc2ccccc21. Reaction SMILES: [C:53]([O-:54])(=[O:55])[CH3:56].[C:58]([O-:59])(=[O:60])[CH3:61].[CH3:1][N:2]([C:3]([O:4][C:5]([CH3:6])([CH3:7])[CH3:8])=[O:9])[CH:10]([C:11](=[O:12])[NH:13][CH:14]([CH:15]([CH3:16])[CH3:17])[C:18](=[O:19])[N:20]1[CH:21]([C:26](=[O:27])[NH:28][CH:29]2[CH2:30][CH2:31][CH2:32][c:33]3[cH:34][cH:35][cH:36][cH:37][c:38]32)[CH2:22][NH:23][CH2:24][CH2:25]1)[CH3:39].[Cl:50][CH2:51][Cl:52].[Cu+2:57].[OH:40][B:41]([OH:42])[c:43]1[cH:44][cH:45][c:46]([F:47])[cH:48][cH:49]1>>[CH3:1][N:2]([C:3]([O:4][C:5]([CH3:6])([CH3:7])[CH3:8])=[O:9])[CH:10]([C:11](=[O:12])[NH:13][CH:14]([CH:15]([CH3:16])[CH3:17])[C:18](=[O:19])[N:20]1[CH:21]([C:26](=[O:27])[NH:28][CH:29]2[CH2:30][CH2:31][CH2:32][c:33]3[cH:34][cH:35][cH:36][cH:37][c:38]32)[CH2:22][N:23]([c:43]2[cH:44][cH:45][c:46]([F:47])[cH:48][cH:49]2)[CH2:24][CH2:25]1)[CH3:39].